This data is from the Open Reaction Database (ORD), a public repository of structured organic reaction records. The task is: describe an organic reaction: reactants, conditions, products, and yield The reactants are O=C(O)C1CCN(CC2CC2)CC1, ClCCl, Cc1cc(C(=O)N(C)c2ccc(Cl)cc2)ccc1CN, CN(C)C=O. Product: Cc1cc(C(=O)N(C)c2ccc(Cl)cc2)ccc1CNC(=O)C1CCN(CC2CC2)CC1. As a reaction SMILES: [CH:1]1([CH2:4][N:5]2[CH2:6][CH2:7][CH:8]([C:11](=[O:12])[OH:13])[CH2:9][CH2:10]2)[CH2:2][CH2:3]1.[Cl:34][CH2:35][Cl:36].[NH2:14][CH2:15][c:16]1[c:17]([CH3:33])[cH:18][c:19]([C:20](=[O:21])[N:22]([CH3:23])[c:24]2[cH:25][cH:26][c:27]([Cl:30])[cH:28][cH:29]2)[cH:31][cH:32]1.[O:37]=[CH:38][N:39]([CH3:40])[CH3:41]>>[CH:1]1([CH2:4][N:5]2[CH2:6][CH2:7][CH:8]([C:11](=[O:13])[NH:14][CH2:15][c:16]3[c:17]([CH3:33])[cH:18][c:19]([C:20](=[O:21])[N:22]([CH3:23])[c:24]4[cH:25][cH:26][c:27]([Cl:30])[cH:28][cH:29]4)[cH:31][cH:32]3)[CH2:9][CH2:10]2)[CH2:2][CH2:3]1. Starting materials: Cl.C1(=CC=CC=C1)C1CCNCC1 (4-phenyl-piperidine hydrochloride), FC1=CC=C(C=C1)S(=O)(=O)N[C@@H](C(=O)O)CC(C)C ((R)-2-(4-fluoro-benzenesulfonylamino)-4-methyl-pentanoic acid). Product: CC(C[C@H](C(=O)O)NS(=O)(=O)C1=CC=C(C=C1)N1CCC(CC1)C1=CC=CC=C1)C ((R)-4-Methyl-2-[4-(4-phenyl-piperidin-1-yl)-benzenesulfonylamino]-pentanoic acid). Reaction SMILES: Cl.[C:2]1([CH:8]2[CH2:13][CH2:12][NH:11][CH2:10][CH2:9]2)[CH:7]=[CH:6][CH:5]=[CH:4][CH:3]=1.F[C:15]1[CH:20]=[CH:19][C:18]([S:21]([NH:24][C@H:25]([CH2:29][CH:30]([CH3:32])[CH3:31])[C:26]([OH:28])=[O:27])(=[O:23])=[O:22])=[CH:17][CH:16]=1>>[CH3:31][CH:30]([CH3:32])[CH2:29][C@@H:25]([NH:24][S:21]([C:18]1[CH:17]=[CH:16][C:15]([N:11]2[CH2:10][CH2:9][CH:8]([C:2]3[CH:7]=[CH:6][CH:5]=[CH:4][CH:3]=3)[CH2:13][CH2:12]2)=[CH:20][CH:19]=1)(=[O:23])=[O:22])[C:26]([OH:28])=[O:27] |f:0.1|. Procedure details: In a manner similar to Example 3(b), 4-phenyl-piperidine hydrochloride was condensed with (R)-2-(4-fluoro-benzenesulfonylamino)-4-methyl-pentanoic acid to give the title compound, mp=163-165° C. The reactants are [N+](=O)([O-])C1=C2C=C(C(=CC2=CC=C1)OC)OC (5-Nitro-2,3-dimethoxynaphthalene), O.NN (hydrazine hydrate). Reagents/catalysts: [Pd] (palladium/carbon). Solvent: C(C)O (ethanol). Yields the product NC1=C(C=CC2=CC(=C(C=C12)OC)OC)N (1-amino-6,7-dimethoxynapthylamine). RXN SMILES: [N+:1]([C:4]1[CH:13]=[CH:12][CH:11]=[C:10]2[C:5]=1[CH:6]=[C:7]([O:16][CH3:17])[C:8]([O:14][CH3:15])=[CH:9]2)([O-])=O.O.[NH2:19]N>C(O)C.[Pd]>[NH2:1][C:4]1[C:5]2[C:10](=[CH:9][C:8]([O:14][CH3:15])=[C:7]([O:16][CH3:17])[CH:6]=2)[CH:11]=[CH:12][C:13]=1[NH2:19] |f:1.2|. Procedure: 5-Nitro-2,3-dimethoxynaphthalene (0.483 mmol) was dissolved in 4.0 ml of ethanol. The resulting solution was admixed with 0.18 ml of hydrazine hydrate and 18.5 mg of 10% palladium/carbon catalyst, and heated under reflux for 80 minutes. After cooling, the palladium/carbon catalyst was filtered off, and the filtrate was concentrated. The crude material thus formed was not purified further and was used as such for the next step.